This data is from the Open Reaction Database (ORD), a public repository of structured organic reaction records. The task is: describe an organic reaction: reactants, conditions, products, and yield The reactants are COC1=C(C=CC=C1)N1CCN(CC1)CCCNC1=C(C(=O)N(C)C)C=CC=C1 (2-{3-[4-(2-methoxyphenyl)piperazin-1-yl]propylamino}-N,N-dimethylbenzamide), Cl (hydrochloric acid), CCOCC (ether). The product is Cl.COC1=C(C=CC=C1)N1CCN(CC1)CCCNC1=C(C(=O)N(C)C)C=CC=C1 (2-{3-[4-(2-methoxyphenyl)piperazin-1-yl]propylamino}-N,N-dimethylbenzamide hydrochloride). RXN SMILES: [CH3:1][O:2][C:3]1[CH:8]=[CH:7][CH:6]=[CH:5][C:4]=1[N:9]1[CH2:14][CH2:13][N:12]([CH2:15][CH2:16][CH2:17][NH:18][C:19]2[CH:29]=[CH:28][CH:27]=[CH:26][C:20]=2[C:21]([N:23]([CH3:25])[CH3:24])=[O:22])[CH2:11][CH2:10]1.[ClH:30].CCOCC>CO.C(Cl)Cl.CO>[ClH:30].[CH3:1][O:2][C:3]1[CH:8]=[CH:7][CH:6]=[CH:5][C:4]=1[N:9]1[CH2:14][CH2:13][N:12]([CH2:15][CH2:16][CH2:17][NH:18][C:19]2[CH:29]=[CH:28][CH:27]=[CH:26][C:20]=2[C:21]([N:23]([CH3:24])[CH3:25])=[O:22])[CH2:11][CH2:10]1 |f:3.4,6.7|. Run in CO.C(Cl)Cl (methanol methylene chloride), CO (methanol). Reported procedure: A solution of 2-{3-[4-(2-methoxyphenyl)piperazin-1-yl]propylamino}-N,N-dimethylbenzamide (0.55 g, 1.39 mmol) in 2 mL of 5% methanol/methylene chloride was acidified with 1.4 mL of 1M hydrochloric acid in methanol and then ether was added to give a precipitate. The supernatant was decanted and the precipitate was washed with ether, collected and dried to give 2-{3-[4-(2-methoxyphenyl)piperazin-1-yl]propylamino}-N,N-dimethylbenzamide hydrochloride (0.56 g, 1.27 mmol), m.p. 74°-79° C. Anal.: Calcd....